From a dataset of the Open Reaction Database (ORD), a public repository of structured organic reaction records. describe an organic reaction: reactants, conditions, products, and yield Starting materials: Cl.O.N1CCC(CC1)=O (4-piperidinone monohydrate hydrochloride), FC1=C(C(=O)Cl)C=CC(=C1)F (2,4-difluorobenzoyl chloride). The solvent is C(Cl)Cl (CH2Cl2), C(C)N(CC)CC (triethylamine). Run at time 5 hour. Product: FC1=C(C(=O)C2CC(NCC2)=O)C=CC(=C1)F (4-(2,4-Difluorobenzoyl)piperidinone). Yield: 70.8%. RXN SMILES: Cl.[OH2:2].[NH:3]1[CH2:8][CH2:7][C:6](=O)[CH2:5][CH2:4]1.[F:10][C:11]1[CH:19]=[C:18]([F:20])[CH:17]=[CH:16][C:12]=1[C:13](Cl)=[O:14]>C(Cl)Cl.C(N(CC)CC)C>[F:10][C:11]1[CH:19]=[C:18]([F:20])[CH:17]=[CH:16][C:12]=1[C:13]([CH:6]1[CH2:7][CH2:8][NH:3][C:4](=[O:2])[CH2:5]1)=[O:14] |f:0.1.2|. Reported procedure: To a suspension of 4-piperidinone monohydrate hydrochloride (2.00 g, 13.28 mmol) in CH2Cl2 (40 mL) and triethylamine (5.0 mL) was added 2,4-difluorobenzoyl chloride (2.84 g, 15.93 mmol). The resulting mixture was stirred at room temperature for 5 hours before quenching with aqueous NaHCO3 (30 mL). Extracted with EtOAc (3×50 mL), dried (MgSO4), and concentrated to a residue which was purified by flash chromatography (EtOAc:Hexanes 9:1 to 1:1 ) afford product as an oil (2.25 g, 71%).